From a dataset of the Open Reaction Database (ORD), a public repository of structured organic reaction records. describe an organic reaction: reactants, conditions, products, and yield Starting materials: CC1=CC=C2C=C(N(C2=C1)S(=O)(=O)C1=NC=CC=C1)C=CC(=O)OC (Methyl 3-(6-methyl-1-(pyridin-2-ylsulfonyl)-1H-indol-2-yl)acrylate), Mg. Run in CO (MeOH), CCOC(=O)C (EtOAc). Reaction conditions: temperature 0 celsius, time 2 hour. The product is CC1=CC=C2C=C(NC2=C1)CCC(=O)OC (Methyl 3-(6-methyl-1H-indol-2-yl)propanoate). The yield is 60.8%. As a reaction SMILES: [CH3:1][C:2]1[CH:10]=[C:9]2[C:5]([CH:6]=[C:7]([CH:20]=[CH:21][C:22]([O:24][CH3:25])=[O:23])[N:8]2S(C2C=CC=CN=2)(=O)=O)=[CH:4][CH:3]=1>CO.CCOC(C)=O>[CH3:1][C:2]1[CH:10]=[C:9]2[C:5]([CH:6]=[C:7]([CH2:20][CH2:21][C:22]([O:24][CH3:25])=[O:23])[NH:8]2)=[CH:4][CH:3]=1. Procedure: A suspension of 45 (1.86 g, 5.22 mmol) and Mg (2.54 g, 104.4 mmol) in MeOH (40 mL) was stirred at 0° C. for 2 h. The mixture was diluted with EtOAc and filtered through a pad of Celite. The filtrate was washed with a sat. NaHCO3 solution, brine, dried over MgSO4, and concentrated in vacuo. The residue was purified by flash column chromatography eluting with a linear gradient ranging from 0 to 10% EtOAc-hexanes to provide 0.69 g (60%) of product 46 as a pale yellow solid. 1H NMR (300 MHz, CDCl3) ...